From a dataset of the Open Reaction Database (ORD), a public repository of structured organic reaction records. describe an organic reaction: reactants, conditions, products, and yield The reactants are C([C@@H](O)C)(=O)OCC (ethyl L-(+)-lactate), ICCCCCCCCCCCC (1-iodododecane). Run in CCOCC (ether). Conditions: time 50 hour. Yields the product C(C)OC(C(C)OCCCCCCCCCCCC)=O ((-)-ethyl-2-dodecyloxypropionate). The yield is 25.7%. RXN SMILES: [C:1]([O:6][CH2:7][CH3:8])(=[O:5])[C@H:2]([CH3:4])[OH:3].I[CH2:10][CH2:11][CH2:12][CH2:13][CH2:14][CH2:15][CH2:16][CH2:17][CH2:18][CH2:19][CH2:20][CH3:21]>CCOCC>[CH2:7]([O:6][C:1](=[O:5])[CH:2]([O:3][CH2:21][CH2:20][CH2:19][CH2:18][CH2:17][CH2:16][CH2:15][CH2:14][CH2:13][CH2:12][CH2:11][CH3:10])[CH3:4])[CH3:8]. Reported procedure: 47.0 g of ethyl L-(+)-lactate and 88.4 g of 1-iodododecane were added into a flask and mixed under nitrogen gas stream. 42.1 g of freshly synthesized Ag2O was added in 3 hours. After the mixture was left standing at room temperature for 50 hours, it was heated on a water bath at 60°-70° C. for 4 hours. The mixture was diluted with 200 ml of ether, subjected to filtration and then ether was evaporated. The residue was washed with 100 ml of aqueous 5% KOH, then dried over anhydrous Na2SO4 and subj...